This data is from the Open Reaction Database (ORD), a public repository of structured organic reaction records. The task is: describe an organic reaction: reactants, conditions, products, and yield The reactants are NC=1C=C2C=CN(C2=CC1)C (5-Amino-1-methyl-1H-indole), C(=O)(C=1NC=CN1)C=1NC=CN1 (carbonyl diimidazole), NC1=NC=CC=C1OCC1=CC=CC=C1 (2-amino-3-benzyloxypyridine). Product: CN1C=CC2=CC(=CC=C12)NC(=O)NC1=NC=CC=C1OCC1=CC=CC=C1 (N-(1-Methyl-1H-indol-5-yl)-N'-(3-benzyloxypyrid-2-yl)urea). As a reaction SMILES: [NH2:1][C:2]1[CH:3]=[C:4]2[C:8](=[CH:9][CH:10]=1)[N:7]([CH3:11])[CH:6]=[CH:5]2.[C:12](C1NC=CN=1)(C1NC=CN=1)=[O:13].[NH2:24][C:25]1[C:30]([O:31][CH2:32][C:33]2[CH:38]=[CH:37][CH:36]=[CH:35][CH:34]=2)=[CH:29][CH:28]=[CH:27][N:26]=1>>[CH3:11][N:7]1[C:8]2[C:4](=[CH:3][C:2]([NH:1][C:12]([NH:24][C:25]3[C:30]([O:31][CH2:32][C:33]4[CH:34]=[CH:35][CH:36]=[CH:37][CH:38]=4)=[CH:29][CH:28]=[CH:27][N:26]=3)=[O:13])=[CH:10][CH:9]=2)[CH:5]=[CH:6]1. Procedure details: The title compound was prepared from 5-amino-1-methyl-1H-indole (D3), carbonyl diimidazole and 2-amino-3-benzyloxypyridine using a procedure similar to that described in Example 1. Yields the product ClC=1C=C(C=CC1Cl)C1C(CN(CCO1)C(=O)OC(C)(C)C)CNS(N)(=O)=O (tert-butyl (6RS,7SR)-7-(3,4-dichlorophenyl)-6-[(sulfamoylamino)methyl]-1,4-oxazepane-4-carboxylate). Conditions: time 20 hour. Yield: 117.6%. Reaction SMILES: [NH2:1][CH2:2][CH:3]1[CH:9]([C:10]2[CH:15]=[CH:14][C:13]([Cl:16])=[C:12]([Cl:17])[CH:11]=2)[O:8][CH2:7][CH2:6][N:5]([C:18]([O:20][C:21]([CH3:24])([CH3:23])[CH3:22])=[O:19])[CH2:4]1.C(OC([N-:32][S:33](N1C=CC(=[N+](C)C)C=C1)(=[O:35])=[O:34])=O)(C)(C)C>C(#N)C>[Cl:17][C:12]1[CH:11]=[C:10]([CH:9]2[O:8][CH2:7][CH2:6][N:5]([C:18]([O:20][C:21]([CH3:24])([CH3:23])[CH3:22])=[O:19])[CH2:4][CH:3]2[CH2:2][NH:1][S:33](=[O:35])(=[O:34])[NH2:32])[CH:15]=[CH:14][C:13]=1[Cl:16]. Run in C(C)#N (acetonitrile). The reactants are NCC1CN(CCOC1C1=CC(=C(C=C1)Cl)Cl)C(=O)OC(C)(C)C (tert-butyl (6RS,7RS)-6-(aminomethyl)-7-(3,4-dichlorophenyl)-1,4-oxazepane-4-carboxylate), C(C)(C)(C)OC(=O)[N-]S(=O)(=O)N1C=CC(C=C1)=[N+](C)C (N-(tert-butoxycarbonyl)-N-[4-(dimethylazaniumylidene)-1,4-dihydropyridin-1-ylsulfonyl]azanide), ( 14 ). Procedure: To a solution of tert-butyl (6RS,7RS)-6-(aminomethyl)-7-(3,4-dichlorophenyl)-1,4-oxazepane-4-carboxylate (144 mg) in acetonitrile (2 mL) was added N-(tert-butoxycarbonyl)-N-[4-(dimethylazaniumylidene)-1,4-dihydropyridin-1-ylsulfonyl]azanide (190 mg) prepared by the method described in Organic Letters, 2001, 3 (14), 2241-2243, and the mixture was stirred at room temperature for 20 hr. The reaction mixture was concentrated under reduced pressure, and the residue was diluted with ethyl acetate. The...